This data is from the Open Reaction Database (ORD), a public repository of structured organic reaction records. The task is: describe an organic reaction: reactants, conditions, products, and yield Reactants: COc1cc2ncnc(Oc3ccc(N)cc3C)c2cc1OC, COc1ccccc1N=C=O, CO, ClC(Cl)Cl. Yields the product COc1ccccc1NC(=O)Nc1ccc(Oc2ncnc3cc(OC)c(OC)cc23)c(C)c1. As a reaction SMILES: [CH3:1][O:2][c:3]1[cH:4][c:5]2[c:6]([O:15][c:16]3[c:17]([CH3:23])[cH:18][c:19]([NH2:20])[cH:21][cH:22]3)[n:7][cH:8][n:9][c:10]2[cH:11][c:12]1[O:13][CH3:14].[CH3:24][O:25][c:26]1[c:27]([N:32]=[C:33]=[O:34])[cH:28][cH:29][cH:30][cH:31]1.[CH3:35][OH:36].[CH:37]([Cl:38])([Cl:39])[Cl:40]>>[CH3:1][O:2][c:3]1[cH:4][c:5]2[c:6]([O:15][c:16]3[c:17]([CH3:23])[cH:18][c:19]([NH:20][C:33]([NH:32][c:27]4[c:26]([O:25][CH3:24])[cH:31][cH:30][cH:29][cH:28]4)=[O:34])[cH:21][cH:22]3)[n:7][cH:8][n:9][c:10]2[cH:11][c:12]1[O:13][CH3:14].